From a dataset of the Open Reaction Database (ORD), a public repository of structured organic reaction records. describe an organic reaction: reactants, conditions, products, and yield The reactants are [Al+3], N#CC1(CC2OCCO2)CC2CCC1CC2, [H-], [H-], [H-], [H-], [Li+], [Na+], [OH-], O. Product: NCC1(CC2OCCO2)CC2CCC1CC2. As a reaction SMILES: [Al+3:2].[C:7](#[N:8])[C:9]1([CH2:17][CH:18]2[O:19][CH2:20][CH2:21][O:22]2)[CH:10]2[CH2:11][CH2:12][CH:13]([CH2:14]1)[CH2:15][CH2:16]2.[H-:1].[H-:4].[H-:5].[H-:6].[Li+:3].[Na+:24].[OH-:23].[OH2:25]>>[CH2:7]([NH2:8])[C:9]1([CH2:17][CH:18]2[O:19][CH2:20][CH2:21][O:22]2)[CH:10]2[CH2:11][CH2:12][CH:13]([CH2:14]1)[CH2:15][CH2:16]2. Starting materials: Cc1ccccc1, COc1ccc(Cl)cc1N=C=O, Nc1cccc(C(=O)c2ccccc2)c1. Yields the product COc1ccc(Cl)cc1NC(=O)Nc1cccc(C(=O)c2ccccc2)c1. RXN SMILES: [CH3:28][c:29]1[cH:30][cH:31][cH:32][cH:33][cH:34]1.[Cl:1][c:2]1[cH:3][cH:4][c:5]([O:11][CH3:12])[c:6]([N:8]=[C:9]=[O:10])[cH:7]1.[NH2:13][c:14]1[cH:15][c:16]([C:17](=[O:18])[c:19]2[cH:20][cH:21][cH:22][cH:23][cH:24]2)[cH:25][cH:26][cH:27]1>>[Cl:1][c:2]1[cH:3][cH:4][c:5]([O:11][CH3:12])[c:6]([NH:8][C:9](=[O:10])[NH:13][c:14]2[cH:15][c:16]([C:17](=[O:18])[c:19]3[cH:20][cH:21][cH:22][cH:23][cH:24]3)[cH:25][cH:26][cH:27]2)[cH:7]1. The reactants are CC(C)(C)ON=O, CC#N, [Cl-], COC(=O)c1cccc(-n2ncc(C(=O)NC3CCCCC3)c2N)c1, O. The product is COC(=O)c1cccc(-n2ncc(C(=O)NC3CCCCC3)c2Cl)c1. Reaction SMILES: [C:1]([O:2][N:3]=[O:4])([CH3:5])([CH3:6])[CH3:7].[CH3:9][C:10]#[N:11].[Cl-:8].[NH2:12][c:13]1[c:14]([C:28]([NH:29][CH:30]2[CH2:31][CH2:32][CH2:33][CH2:34][CH2:35]2)=[O:36])[cH:15][n:16][n:17]1-[c:18]1[cH:19][c:20]([C:21](=[O:22])[O:23][CH3:24])[cH:25][cH:26][cH:27]1.[OH2:37]>>[Cl:8][c:13]1[c:14]([C:28]([NH:29][CH:30]2[CH2:31][CH2:32][CH2:33][CH2:34][CH2:35]2)=[O:36])[cH:15][n:16][n:17]1-[c:18]1[cH:19][c:20]([C:21](=[O:22])[O:23][CH3:24])[cH:25][cH:26][cH:27]1. Reactants: aqueous solution, C=O (formaldehyde), COC=1C=C2C=CNC2=CC1 (5-methoxy-1H-indole), CNC (dimethylamine), O (water). Run in O1CCCC1 (tetrahydrofuran). Yields the product CN(C)CN1C=CC2=CC(=CC=C12)OC (1-dimethylaminomethyl-5-methoxy-1H-indole). Isolated yield 45.1%. As a reaction SMILES: [CH2:1]=O.[CH3:3][O:4][C:5]1[CH:6]=[C:7]2[C:11](=[CH:12][CH:13]=1)[NH:10][CH:9]=[CH:8]2.[CH3:14][NH:15][CH3:16].O>O1CCCC1>[CH3:14][N:15]([CH2:1][N:10]1[C:11]2[C:7](=[CH:6][C:5]([O:4][CH3:3])=[CH:13][CH:12]=2)[CH:8]=[CH:9]1)[CH3:16]. Procedure details: A 37% aqueous solution of formaldehyde (11 g, 0.176 mol) was added dropwise to 10 g (0.068 mol) of 5-methoxy-1H-indole and 17 mL (0.176 mol) of 40% aqueous dimethylamine in 100 mL of tetrahydrofuran and the mixture heated to maintain reflux for 3 hours. After cooling water was added and the mixture extracted with EtOAc. The EtOAc solution was washed twice with water, dried (Na2SO4), and concentrated at reduced pressure. The residue was chromatographed on silica eluting with a gradient, CH2Cl2→2%... Reactants: C[NH+]1CCC=C(C1)C(=O)O.[Cl-] (Arecaidine hydrochloride), Pd--C. Run in O (water). Conditions: time 5 minute. Yields the product CN1CC(C(=O)O)CCC1 (1-N-METHYLNIPECOTIC ACID). Isolated yield 91.2%. RXN SMILES: [CH3:1][NH+:2]1[CH2:7][C:6]([C:8]([OH:10])=[O:9])=[CH:5][CH2:4][CH2:3]1.[Cl-]>O>[CH3:1][N:2]1[CH2:3][CH2:4][CH2:5][CH:6]([C:8]([OH:10])=[O:9])[CH2:7]1 |f:0.1|. Procedure details: Arecaidine hydrochloride (4 grams) (22.6 mmoles) was hydrogenated in water (100 ml) using 10% Pd--C at 40 psi at 25° C. for 24 hours. The catalyst was filtered off and washed with water. The aqueous solution was shaken with BioRad AG1X8 resin (OH- form) (23 ml bed) and after 5 minutes the resin was filtered off and washed with water. The aqueous solution was evaporated to give the title compound (Yield: 2.95 grams, 92%).